From a dataset of the Open Reaction Database (ORD), a public repository of structured organic reaction records. describe an organic reaction: reactants, conditions, products, and yield Reactants: [Cl-].O(C1=CC=CC=C1)C=1C=C(C=CC1)C[P+](C1=CC=CC=C1)(C1=CC=CC=C1)C1=CC=CC=C1 (3-phenoxyphenylmethyltriphenylphosphonium chloride), C(CCC)[Li] (n-butyllithium), ClC1=CC=C(C=C1)C(=CC=O)C1CC1 (3-(4-chlorophenyl)-3-cyclopropylpropenal). The solvent is O1CCCC1 (tetrahydrofuran), O1CCCC1 (tetrahydrofuran). Run at temperature -78 celsius, time 1 hour. The product is ClC1=CC=C(C=C1)C(=CC=CC1=CC(=CC=C1)OC1=CC=CC=C1)C1CC1 (1-(4-chlorophenyl)-1-cyclopropyl-4-(3-phenoxyphenyl)1,3-butadiene). The yield is 85.8%. RXN SMILES: C([Li])CCC.[Cl-].[O:7]([C:14]1[CH:15]=[C:16]([CH2:20][P+](C2C=CC=CC=2)(C2C=CC=CC=2)C2C=CC=CC=2)[CH:17]=[CH:18][CH:19]=1)[C:8]1[CH:13]=[CH:12][CH:11]=[CH:10][CH:9]=1.[Cl:40][C:41]1[CH:46]=[CH:45][C:44]([C:47]([CH:51]2[CH2:53][CH2:52]2)=[CH:48][CH:49]=O)=[CH:43][CH:42]=1>O1CCCC1>[Cl:40][C:41]1[CH:46]=[CH:45][C:44]([C:47]([CH:51]2[CH2:53][CH2:52]2)=[CH:48][CH:49]=[CH:20][C:16]2[CH:17]=[CH:18][CH:19]=[C:14]([O:7][C:8]3[CH:9]=[CH:10][CH:11]=[CH:12][CH:13]=3)[CH:15]=2)=[CH:43][CH:42]=1 |f:1.2|. Procedure details: A stirred solution of 4.4 mL (0.011 mole) of n-butyllithium (2.5 molar in hexane) in 100 mL of dry tetrahydrofuran was cooled to -78° C., and 4.6 grams (0.01 mole) of 3-phenoxyphenylmethyltriphenylphosphonium chloride was quickly added. Upon completion of addition, the reaction mixture was stirred at -78° C. for one hour and then was allowed to warm to -20° C. where it stirred for one hour. The reaction mixture was cooled to -78° C., and 2.1 grams (0.01 mole) of 3-(4-chlorophenyl)-3-cyclopropylp... RXN SMILES: [CH3:21][C:22]#[N:23].[Cl:1][c:2]1[c:3]([NH2:4])[c:5]([N+:10](=[O:11])[O-:12])[cH:6][cH:7][c:8]1[Cl:9].[Na+:20].[c:13]1([S-:19])[cH:14][cH:15][cH:16][cH:17][cH:18]1>>[Cl:1][c:2]1[c:3]([NH2:4])[c:5]([N+:10](=[O:11])[O-:12])[cH:6][cH:7][c:8]1[S:19][c:13]1[cH:14][cH:15][cH:16][cH:17][cH:18]1. Reactants: CC#N, Nc1c([N+](=O)[O-])ccc(Cl)c1Cl, [Na+], [S-]c1ccccc1. Product: Nc1c([N+](=O)[O-])ccc(Sc2ccccc2)c1Cl. Reactants: C(C)(C)(C)OC(=O)C1=CC(=C(C=C1)[C@@H]1CC[C@H](CC1)NC1CC1)CNC (trans-4-(4-tert.butoxycarbonyl-methylaminomethyl-phenyl)-N-cyclopropylcyclohexylamine), ClC1=CC=C(C(=O)Cl)C=C1 (4-chlorobenzoyl chloride). Product: C(C)(C)(C)OC(=O)C1=CC(=C(C=C1)[C@@H]1CC[C@H](CC1)N(C1CC1)C(C1=CC=C(C=C1)Cl)=O)CNC (trans-4-(4-tert.butoxycarbonyl-methylaminomethylphenyl)-N-(4-chlorobenzoyl)-N-cyclopropylcyclohexylamine). As a reaction SMILES: [C:1]([O:5][C:6]([C:8]1[CH:13]=[CH:12][C:11]([C@H:14]2[CH2:19][CH2:18][C@H:17]([NH:20][CH:21]3[CH2:23][CH2:22]3)[CH2:16][CH2:15]2)=[C:10]([CH2:24][NH:25][CH3:26])[CH:9]=1)=[O:7])([CH3:4])([CH3:3])[CH3:2].[Cl:27][C:28]1[CH:36]=[CH:35][C:31]([C:32](Cl)=[O:33])=[CH:30][CH:29]=1>>[C:1]([O:5][C:6]([C:8]1[CH:13]=[CH:12][C:11]([C@H:14]2[CH2:19][CH2:18][C@H:17]([N:20]([C:32](=[O:33])[C:31]3[CH:35]=[CH:36][C:28]([Cl:27])=[CH:29][CH:30]=3)[CH:21]3[CH2:23][CH2:22]3)[CH2:16][CH2:15]2)=[C:10]([CH2:24][NH:25][CH3:26])[CH:9]=1)=[O:7])([CH3:4])([CH3:3])[CH3:2]. Procedure details: from trans-4-(4-tert.butoxycarbonyl-methylaminomethyl-phenyl)-N-cyclopropylcyclohexylamine and 4-chlorobenzoyl chloride. Melting point: 151°-152° C. Reactants: CN1C=C(C=C(C1=O)NC1=NC=C(C=C1)N1[C@@H](CN(CC1)C1COC1)C)C1=CC=NC(=C1C=O)N1C(C=2N(C=3CCCCC3C2)C=C1)=O ((R)-4-(1-Methyl-5-(5-(2-methyl-4-(oxetan-3-yl)piperazin-1-yl)pyridin-2-ylamino)-6-oxo-1,6-dihydropyridin-3-yl)-2-(1-oxo-6,7,8,9-tetrahydropyrazino[1,2-a]indol-2(1H)-yl)nicotinaldehyde), [BH4-].[Na+] (NaBH4). Solvent: CO (methanol). Run at temperature 25 celsius, time 1 hour. Product: OCC=1C(=NC=CC1C1=CN(C(C(=C1)NC1=NC=C(C=C1)N1[C@@H](CN(CC1)C1COC1)C)=O)C)N1C(C=2N(C=3CCCCC3C2)C=C1)=O (2-{3′-Hydroxymethyl-1-methyl-5-[5-((R)-2-methyl-4-oxetan-3-yl-piperazin-1-yl)-pyridin-2-ylamino]-6-oxo-1,6-dihydro-[3,4′]bipyridinyl-2′-yl}-6,7,8,9-tetrahydro-2H-pyrazino[1,2-a]indol-1-one). Isolated yield 38.5%. As a reaction SMILES: [CH3:1][N:2]1[C:7](=[O:8])[C:6]([NH:9][C:10]2[CH:15]=[CH:14][C:13]([N:16]3[CH2:21][CH2:20][N:19]([CH:22]4[CH2:25][O:24][CH2:23]4)[CH2:18][C@H:17]3[CH3:26])=[CH:12][N:11]=2)=[CH:5][C:4]([C:27]2[C:32]([CH:33]=[O:34])=[C:31]([N:35]3[CH:47]=[CH:46][N:38]4[C:39]5[CH2:40][CH2:41][CH2:42][CH2:43][C:44]=5[CH:45]=[C:37]4[C:36]3=[O:48])[N:30]=[CH:29][CH:28]=2)=[CH:3]1.[BH4-].[Na+]>CO>[OH:34][CH2:33][C:32]1[C:31]([N:35]2[CH:47]=[CH:46][N:38]3[C:39]4[CH2:40][CH2:41][CH2:42][CH2:43][C:44]=4[CH:45]=[C:37]3[C:36]2=[O:48])=[N:30][CH:29]=[CH:28][C:27]=1[C:4]1[CH:5]=[C:6]([NH:9][C:10]2[CH:15]=[CH:14][C:13]([N:16]3[CH2:21][CH2:20][N:19]([CH:22]4[CH2:25][O:24][CH2:23]4)[CH2:18][C@H:17]3[CH3:26])=[CH:12][N:11]=2)[C:7](=[O:8])[N:2]([CH3:1])[CH:3]=1 |f:1.2|. Procedure: A mixture of 151g (89 mg, 0.14 mmol), NaBH4 (22 mg, 0.60), and methanol (10 mL) was stirred at 25° C. for 1 h. The mixture was quenched with water (8 mL) and concentrated under reduced pressure. The residue was extracted with dichloromethane (2×10 mL). The combined dichloromethane extract was concentrated under reduced pressure and the residue was purified with reverse-phase prep-HPLC to afford 151 (35 mg, 39%). MS-ESI: [M+H]+ 649. 1H NMR (500 MHz, CDCl3) δ 8.65 (d, J=2.0 Hz, 1H), 8.55 (d, J=5.0... The reactants are C(C)(C)(C)NS(=O)(=O)C1=C(C=C(C=C1)C)F (N-tert-butyl-2-fluoro-4-methylbenzenesulfonamide), C1CC(=O)N(C1=O)Br (NBS). Reagents/catalysts: CC(C)(C#N)N=NC(C)(C)C#N (AIBN). The solvent is C(Cl)(Cl)(Cl)Cl (CCl4). Product: BrCC1=CC(=C(C=C1)S(=O)(=O)NC(C)(C)C)F (4-(bromomethyl)-N-tert-butyl-2-fluorobenzenesulfonamide). Yield: 79.5%. As a reaction SMILES: [C:1]([NH:5][S:6]([C:9]1[CH:14]=[CH:13][C:12]([CH3:15])=[CH:11][C:10]=1[F:16])(=[O:8])=[O:7])([CH3:4])([CH3:3])[CH3:2].C1C(=O)N([Br:24])C(=O)C1>C(Cl)(Cl)(Cl)Cl.CC(N=NC(C#N)(C)C)(C#N)C>[Br:24][CH2:15][C:12]1[CH:13]=[CH:14][C:9]([S:6]([NH:5][C:1]([CH3:4])([CH3:3])[CH3:2])(=[O:7])=[O:8])=[C:10]([F:16])[CH:11]=1. Reported procedure: A mixture of N-tert-butyl-2-fluoro-4-methylbenzenesulfonamide (2 g), NBS (1.16 g) and AIBN (40 mg) in CCl4 (25 ml) was refluxed for 3 hours. The reaction mixture was cooled, filtered and concentrated to give a viscous syrup, which was purified by silica gel column chromatography to give 1.68 g 4-(bromomethyl)-N-tert-butyl-2-fluorobenzenesulfonamide as a colorless crystal solid. The reactants are C(C)(C)NC(C)C (N,N-diisopropylamine), C(CCC)[Li] (n-butyllithium), CCCCCC (hexane), BrC=1C(=NC(=C(C1)Br)C(F)(F)F)OC (3,5-Dibromo-2-methoxy-6-(trifluoromethyl)pyridine), C(=O)OC (methyl formate). The solvent is C1CCOC1 (THF), C1CCOC1 (THF). Reaction conditions: temperature -78 celsius, time 2 hour. Yields the product BrC1=C(C=O)C(=C(N=C1OC)C(F)(F)F)Br (3,5-Dibromo-2-methoxy-6-(trifluoromethyl)isonicotinaldehyde). Reaction SMILES: C(NC(C)C)(C)C.C([Li])CCC.CCCCCC.[Br:19][C:20]1[C:21]([O:31][CH3:32])=[N:22][C:23]([C:27]([F:30])([F:29])[F:28])=[C:24]([Br:26])[CH:25]=1.[CH:33](OC)=[O:34]>C1COCC1>[Br:19][C:20]1[C:21]([O:31][CH3:32])=[N:22][C:23]([C:27]([F:30])([F:29])[F:28])=[C:24]([Br:26])[C:25]=1[CH:33]=[O:34]. Procedure: To a flame-dried 100 mL round-bottomed flask, was added dry THF (15 mL). The solution was cooled to −78° C. and then N,N-diisopropylamine (0.46 mL, 3.28 mmol), 2.5M n-butyllithium in hexane (1.31 mL, 3.28 mmol), and a solution of the compound from Step B above (1.00 g, 2.99 mmol) in dry THF (10 mL) were added sequentially. The reaction mixture was stirred at −78° C. for 10 min before methyl formate (0.276 mL, 4.49 mmol) was slowly added. After the reaction was stirred for another 2 h, the mixtur...